Dataset: the Open Reaction Database (ORD), a public repository of structured organic reaction records. Task: describe an organic reaction: reactants, conditions, products, and yield Starting materials: C(C)OC(COC=1C=2CC3=C(N=C(S3)S)C2C=CC1)=O (ethyl[(2-mercapto-8H-indeno[1,2-d]thiazol-7-yl)oxy]acetate), CS(=O)(=O)OCC(C1=CC=CC=C1)C1=CC=CC=C1 (2,2-diphenylethyl methanesulfonate). Product: C1(=CC=CC=C1)C(CSC=1SC2=C(N1)C=1C=CC=C(C1C2)OCC(=O)O)C2=CC=CC=C2 ([[2-(2,2-Diphenylethyl)thio-8H-indeno[1,2-d]thiazol-7-yl)oxy]acetic Acid). The yield is 37.0%. Reaction SMILES: C([O:3][C:4](=[O:20])[CH2:5][O:6][C:7]1[C:8]2[CH2:9][C:10]3[S:14][C:13]([SH:15])=[N:12][C:11]=3[C:16]=2[CH:17]=[CH:18][CH:19]=1)C.CS(O[CH2:26][CH:27]([C:34]1[CH:39]=[CH:38][CH:37]=[CH:36][CH:35]=1)[C:28]1[CH:33]=[CH:32][CH:31]=[CH:30][CH:29]=1)(=O)=O>>[C:28]1([CH:27]([C:34]2[CH:35]=[CH:36][CH:37]=[CH:38][CH:39]=2)[CH2:26][S:15][C:13]2[S:14][C:10]3[CH2:9][C:8]4[C:7]([O:6][CH2:5][C:4]([OH:3])=[O:20])=[CH:19][CH:18]=[CH:17][C:16]=4[C:11]=3[N:12]=2)[CH:33]=[CH:32][CH:31]=[CH:30][CH:29]=1. Procedure: Using ethyl[(2-mercapto-8H-indeno[1,2-d]thiazol-7-yl)oxy]acetate and 2,2-diphenylethyl methanesulfonate, the procedure of Example 1 was otherwise repeated to synthesize the title compound. Yield 37%. Starting materials: Cc1sc(C(=O)O)c(SC(C)C)c1Br, O=C(n1ccnc1)n1ccnc1, C1CCOC1, Cl, Nc1nnn[nH]1, O. The product is Cc1sc(C(=O)Nc2nnn[nH]2)c(SC(C)C)c1Br. Reaction SMILES: [Br:1][c:2]1[c:3]([S:11][CH:12]([CH3:13])[CH3:14])[c:4]([C:8](=[O:9])[OH:10])[s:5][c:6]1[CH3:7].[C:15]([n:16]1[cH:17][cH:18][n:19][cH:20]1)([n:21]1[cH:22][cH:23][n:24][cH:25]1)=[O:26].[CH2:34]1[O:35][CH2:36][CH2:37][CH2:38]1.[ClH:33].[NH2:27][c:28]1[n:29][n:30][n:31][nH:32]1.[OH2:39]>>[Br:1][c:2]1[c:3]([S:11][CH:12]([CH3:13])[CH3:14])[c:4]([C:8](=[O:9])[NH:27][c:28]2[n:29][n:30][n:31][nH:32]2)[s:5][c:6]1[CH3:7].